From a dataset of the Open Reaction Database (ORD), a public repository of structured organic reaction records. describe an organic reaction: reactants, conditions, products, and yield Reactants: BrC=1C=C2C(=CNC2=C(C1)C(=O)N)C1CCS(CC1)(=O)=O (5-bromo-3-(1,1-dioxidotetrahydro-2H-thiopyran-4-yl)-1H-indole-7-carboxamide), CC1(OB(OC1(C)C)C=1C=C(SC1)C=O)C (4-(4,4,5,5-tetramethyl-1,3,2-dioxaborolan-2-yl)-2-thiophenecarbaldehyde), C(=O)([O-])[O-].[K+].[K+] (K2CO3), O1CCOCC1 (dioxane). Reagents/catalysts: C1=CC=C(C=C1)P(C2=CC=CC=C2)C3=CC=CC=C3.C1=CC=C(C=C1)P(C2=CC=CC=C2)C3=CC=CC=C3.C1=CC=C(C=C1)P(C2=CC=CC=C2)C3=CC=CC=C3.C1=CC=C(C=C1)P(C2=CC=CC=C2)C3=CC=CC=C3.[Pd] (Pd(PPH3)4). Solvent: O (water). Run at temperature 150 celsius. Yields the product O=S1(CCC(CC1)C1=CNC2=C(C=C(C=C12)C1=CSC(=C1)CN1CCCCCC1)C(=O)N)=O (3-(1,1-Dioxidotetrahydro-2H-thiopyran-4-yl)-5-[5-(hexahydro-1H-azepin-1-ylmethyl)-3-thienyl]-1H-indole-7-carboxamide). As a reaction SMILES: Br[C:2]1[CH:3]=[C:4]2[C:8](=[C:9]([C:11]([NH2:13])=[O:12])[CH:10]=1)[NH:7][CH:6]=[C:5]2[CH:14]1[CH2:19][CH2:18][S:17](=[O:21])(=[O:20])[CH2:16][CH2:15]1.CC1(C)C(C)(C)OB([C:30]2[CH:31]=[C:32]([CH:35]=O)[S:33][CH:34]=2)O1.C([O-])([O-])=O.[K+].[K+].O1[CH2:49][CH2:48]OCC1>O.C1C=CC(P(C2C=CC=CC=2)C2C=CC=CC=2)=CC=1.C1C=CC(P(C2C=CC=CC=2)C2C=CC=CC=2)=CC=1.C1C=CC(P(C2C=CC=CC=2)C2C=CC=CC=2)=CC=1.C1C=CC(P(C2C=CC=CC=2)C2C=CC=CC=2)=CC=1.[Pd]>[O:20]=[S:17]1(=[O:21])[CH2:18][CH2:19][CH:14]([C:5]2[C:4]3[C:8](=[C:9]([C:11]([NH2:13])=[O:12])[CH:10]=[C:2]([C:30]4[CH:31]=[C:32]([CH2:35][N:7]5[CH2:49][CH2:48][CH2:3][CH2:4][CH2:5][CH2:6]5)[S:33][CH:34]=4)[CH:3]=3)[NH:7][CH:6]=2)[CH2:15][CH2:16]1 |f:2.3.4,7.8.9.10.11|. Procedure details: To 5-bromo-3-(1,1-dioxidotetrahydro-2H-thiopyran-4-yl)-1H-indole-7-carboxamide (100 mg, 0.27 mmol) in dioxane and water (3 mL/1 mL) was added 4-(4,4,5,5-tetramethyl-1,3,2-dioxaborolan-2-yl)-2-thiophenecarbaldehyde (116 mg), Pd(PPH3)4 (30 mg) and K2CO3 (112 mg). The reaction mixture was heated to 150° C. for 900 seconds by microwave irradiation. The organic phase was separated, concentrated, and redissolved in DMSO (3 mL). The resulting solution was split to two. NaBH3CN (30 mg), ZnCl2 (30 mg) an... The reactants are CCOC(=O)c1oc2ccc(Cl)c(OC)c2c1C, C1CCOC1, [Li+], [OH-]. The product is COc1c(Cl)ccc2oc(C(=O)O)c(C)c12. Reaction SMILES: [CH2:1]([CH3:2])[O:3][C:4](=[O:5])[c:6]1[o:7][c:8]2[c:9]([c:10]1[CH3:11])[c:12]([O:17][CH3:18])[c:13]([Cl:16])[cH:14][cH:15]2.[CH2:21]1[O:22][CH2:23][CH2:24][CH2:25]1.[Li+:20].[OH-:19]>>[O:3]=[C:4]([OH:5])[c:6]1[o:7][c:8]2[c:9]([c:10]1[CH3:11])[c:12]([O:17][CH3:18])[c:13]([Cl:16])[cH:14][cH:15]2. Reactants: Cl.C(O)CN (Ethanolamine hydrochloride), [Na] (sodium), C(C1=CC=CC=C1)Cl (benzyl chloride), C(C)(C)O (isopropyl alcohol), [Na] (sodium), CI 188. The solvent is C1(=CC=CC=C1)C (toluene). Run at time 8 hour. The product is Cl.C1(=CC=CC=C1)COCCN (2-(Phenylmethoxy)-ethylamine hydrochloride). As a reaction SMILES: Cl.[CH2:2]([CH2:4][NH2:5])[OH:3].[Na].[CH2:7]([Cl:14])[C:8]1[CH:13]=[CH:12][CH:11]=[CH:10][CH:9]=1.C(O)(C)C>C1(C)C=CC=CC=1>[ClH:14].[C:8]1([CH2:7][O:3][CH2:2][CH2:4][NH2:5])[CH:13]=[CH:12][CH:11]=[CH:10][CH:9]=1 |f:0.1,6.7,^1:5|. Procedure details: Ethanolamine hydrochloride (20 g, 0.21 mol) in toluene (100 mL) was treated with sodium metal (pellets washed with hexane) (10.14 g, 0.44 mL). The reaction was refluxed until the sodium metal was no longer present. The mixture was cooled and benzyl chloride (24.17 mL, 0.21 mmol) was added, the reaction was stirred at room temperature overnight. The reaction mixture was filtered and the solid washed with toluene. The filtrate was cooled to 0° C. and HCl gas was bubbled in for 10 minutes. A white ... Reactants: ClC1=NC(=CC(=N1)N1CC2CCC(C1)O2)CS(=O)(=O)C (3-(2-Chloro-6-(methylsulfonylmethyl)pyrimidin-4-yl)-8-oxa-3-azabicyclo[3.2.1]octane), NC1=CC=C(C=C1)B1OC(C)(C)C(C)(C)O1 (4-aminophenyl boronic acid pinacol ester). The product is C12CN(CC(CC1)O2)C2=NC(=NC(=C2)CS(=O)(=O)C)C2=CC=C(N)C=C2 (4-(4-(8-Oxa-3-azabicyclo[3.2.1]octan-3-yl)-6-(methylsulfonylmethyl)pyrimidin-2-yl)aniline). As a reaction SMILES: Cl[C:2]1[N:7]=[C:6]([N:8]2[CH2:14][CH:13]3[O:15][CH:10]([CH2:11][CH2:12]3)[CH2:9]2)[CH:5]=[C:4]([CH2:16][S:17]([CH3:20])(=[O:19])=[O:18])[N:3]=1.[NH2:21][C:22]1[CH:27]=[CH:26][C:25](B2OC(C)(C)C(C)(C)O2)=[CH:24][CH:23]=1>>[CH:10]12[O:15][CH:13]([CH2:12][CH2:11]1)[CH2:14][N:8]([C:6]1[CH:5]=[C:4]([CH2:16][S:17]([CH3:20])(=[O:19])=[O:18])[N:3]=[C:2]([C:25]3[CH:26]=[CH:27][C:22]([NH2:21])=[CH:23][CH:24]=3)[N:7]=1)[CH2:9]2. Procedure details: 4-(4-(8-Oxa-3-azabicyclo[3.2.1]octan-3-yl)-6-(methylsulfonylmethyl)pyrimidin-2-yl)aniline was prepared by Suzuki coupling using the general method from scheme 2 for the preparation of 6 using 3-(2-chloro-6-(methylsulfonylmethyl)pyrimidin-4-yl)-8-oxa-3-azabicyclo[3.2.1]octane (43, 1.63 g, 5.13 mmoles) and 4-aminophenyl boronic acid pinacol ester (1.24 g, 5.64 mmoles) as starting materials. The crude product was purified by chromatography on silica gel (eluting with 0-3% methanol in dichloromethan... The reactants are C1(=CC=CC=C1)C(=C1CC2CCC(C1)N2)C2=CSC=C2 (3-(phenyl-thiophen-3-yl-methylene)-8-aza-bicyclo[3.2.1]octane), CC1=C(C=O)C=CC=C1 (2-methylbenzaldehyde), C(C)(=O)O[BH-](OC(C)=O)OC(C)=O.[Na+] (sodium triacetoxyborohydride), C(C)(=O)O (acetic acid). Solvent: ClCCl (dichloromethane), CO (methanol), C(OC)(OC)OC (trimethyl orthoformate). Run at time 8 hour. Product: CC1=C(CN2C3CC(CC2CC3)=C(C3=CSC=C3)C3=CC=CC=C3)C=CC=C1 (8-(2-Methyl-benzyl)-3-(phenyl-thiophen-3-yl-methylene)-8-aza-bicyclo[3.2.1]octane). Reaction SMILES: [C:1]1([C:7]([C:16]2[CH:20]=[CH:19][S:18][CH:17]=2)=[C:8]2[CH2:14][CH:13]3[NH:15][CH:10]([CH2:11][CH2:12]3)[CH2:9]2)[CH:6]=[CH:5][CH:4]=[CH:3][CH:2]=1.[CH3:21][C:22]1[CH:29]=[CH:28][CH:27]=[CH:26][C:23]=1[CH:24]=O.C(O[BH-](OC(=O)C)OC(=O)C)(=O)C.[Na+].C(O)(=O)C>C(OC)(OC)OC.ClCCl.CO>[CH3:21][C:22]1[CH:29]=[CH:28][CH:27]=[CH:26][C:23]=1[CH2:24][N:15]1[CH:10]2[CH2:11][CH2:12][CH:13]1[CH2:14][C:8](=[C:7]([C:1]1[CH:2]=[CH:3][CH:4]=[CH:5][CH:6]=1)[C:16]1[CH:20]=[CH:19][S:18][CH:17]=1)[CH2:9]2 |f:2.3|. Procedure details: To 100 mg (355 μmol) of 3-(phenyl-thiophen-3-yl-methylene)-8-aza-bicyclo[3.2.1]octane in 1 mL of trimethyl orthoformate was added 62 μL (533 μmol) of 2-methylbenzaldehyde, 173 mg (817 μmol) of sodium triacetoxyborohydride, 34 μL of glacial acetic acid at room temperature. The reaction mixture was allowed to stir overnight at room temperature. Next day, the crude was diluted with 1 mL of dichloromethane and 0.5 mL of methanol. The diluted suspension was filtered and the precipitates were washed w... The solvent is C(Cl)Cl (methylene chloride), C(Cl)Cl (methylene chloride). The reactants are N1C=C(C=C1)C(=O)OC (Methyl pyrrole-3-carboxylate), C(C)(C)(C)OCl (t-butylhypochlorite). Procedure details: Methyl pyrrole-3-carboxylate (2.5 g., 20 mmoles) was dissolved in 50 ml. of methylene chloride. The solution, stirred under nitrogen, was cooled in an ice-water bath while t-butylhypochlorite (1.95 g., 18 mmoles) in 25 ml. of methylene chloride was added dropwise. The reaction was stirred for 1 hour at room temperature, filtered and evaporated to an oil. The oil was chromatographed (100 g. silica gel with ethyl acetate-1/hexane-7 as eluant). The column elution was monitored by thin layer chromat... Isolated yield 31.3%. Product: ClC1=CC(=CN1)C(=O)OC (methyl 5-chloropyrrole-3-carboxylate). RXN SMILES: [NH:1]1[CH:5]=[CH:4][C:3]([C:6]([O:8][CH3:9])=[O:7])=[CH:2]1.C(O[Cl:15])(C)(C)C>C(Cl)Cl>[Cl:15][C:5]1[NH:1][CH:2]=[C:3]([C:6]([O:8][CH3:9])=[O:7])[CH:4]=1. Starting materials: [Ag+], CC(=O)[O-], CC(=O)O, COc1cc2c(c(Cl)c1Cl)C(=O)C(CCCl)=C2, O. The product is COc1cc2c(c(Cl)c1Cl)C(=O)C(CCOC(C)=O)=C2. As a reaction SMILES: [Ag+:27].[C:23]([O-:24])(=[O:25])[CH3:26].[CH3:19][C:20]([OH:21])=[O:22].[Cl:1][CH2:2][CH2:3][C:4]1=[CH:12][c:11]2[c:6]([c:7]([Cl:16])[c:8]([Cl:15])[c:9]([O:13][CH3:14])[cH:10]2)[C:5]1=[O:17].[OH2:18]>>[CH2:2]([CH2:3][C:4]1=[CH:12][c:11]2[c:6]([c:7]([Cl:16])[c:8]([Cl:15])[c:9]([O:13][CH3:14])[cH:10]2)[C:5]1=[O:17])[O:22][C:20]([CH3:19])=[O:21].